This data is from the Open Reaction Database (ORD), a public repository of structured organic reaction records. The task is: describe an organic reaction: reactants, conditions, products, and yield Starting materials: O=C([O-])[O-], ICc1ccccc1, CCCCN(C(=O)c1ccccc1I)c1ccc(C(O)(C(F)(F)F)C(F)(F)F)c(OC)c1OC, CC(C)=O, [K+], [K+], O. The product is CCCCN(C(=O)c1ccccc1I)c1ccc(C(OCc2ccccc2)(C(F)(F)F)C(F)(F)F)c(OC)c1OC. RXN SMILES: [C:5](=[O:6])([O-:7])[O-:8].[CH2:11]([c:12]1[cH:13][cH:14][cH:15][cH:16][cH:17]1)[I:18].[CH2:19]([CH2:20][CH2:21][CH3:22])[N:23]([C:24]([c:25]1[c:26]([I:31])[cH:27][cH:28][cH:29][cH:30]1)=[O:32])[c:33]1[c:34]([O:51][CH3:52])[c:35]([O:49][CH3:50])[c:36]([C:39]([C:40]([F:41])([F:42])[F:43])([C:44]([F:45])([F:46])[F:47])[OH:48])[cH:37][cH:38]1.[CH3:1][C:2](=[O:3])[CH3:4].[K+:10].[K+:9].[OH2:53]>>[CH2:11]([c:12]1[cH:13][cH:14][cH:15][cH:16][cH:17]1)[O:48][C:39]([c:36]1[c:35]([O:49][CH3:50])[c:34]([O:51][CH3:52])[c:33]([N:23]([CH2:19][CH2:20][CH2:21][CH3:22])[C:24]([c:25]2[c:26]([I:31])[cH:27][cH:28][cH:29][cH:30]2)=[O:32])[cH:38][cH:37]1)([C:40]([F:41])([F:42])[F:43])[C:44]([F:45])([F:46])[F:47]. The reactants are α-t-butylamino-3-chloro-4-(3-hydroxypropyl)propiophenone hydrochloride, compound 5, C1(CCC(=O)O1)=O (succinic anhydride), α-t-butylamino-3-chloro-4-γ-hydroxypropylpropiophenone hemisuccinate, compound 3, ClC=1C=C(C#N)C=CC1C (3-chloro-4-methyl-benzonitrile), BrN1C(CCC1=O)=O (N-bromosuccinimide), C(C1=CC=CC=C1)(=O)OOC(C1=CC=CC=C1)=O (benzoyl peroxide), compound 5. The solvent is N1=CC=CC=C1 (pyridine). Yields the product ClC1=C(CBr)C=CC(=C1)C#N (2-chloro-4-cyanobenzyl bromide). Reaction SMILES: C1(=O)OC(=O)CC1.[Cl:8][C:9]1[CH:10]=[C:11]([CH:14]=[CH:15][C:16]=1[CH3:17])[C:12]#[N:13].[Br:18]N1C(=O)CCC1=O.C(OOC(=O)C1C=CC=CC=1)(=O)C1C=CC=CC=1>N1C=CC=CC=1>[Cl:8][C:9]1[CH:10]=[C:11]([C:12]#[N:13])[CH:14]=[CH:15][C:16]=1[CH2:17][Br:18]. Reported procedure: The preferred compound α-t-butylamino-3-chloro-4-γ-hydroxypropylpropiophenone hemisuccinate, compound 3, ##STR7## (and suitable analogs and derivatives as would be obvious in view thereof) is prepared by reaction of α-t-butylamino-3-chloro-4-(3-hydroxypropyl)propiophenone hydrochloride three-fourths hydrate, compound 5, ##STR8## with succinic anhydride in pyridine to form the o-hemisuccinate. Intermediate compound 5 is suitably prepared from readily available starting materials. Accordingly, 3-c... Reactants: S(=O)(Cl)Cl (thionyl chloride), CN(C=O)C (dimethyl formamide), S(=O)(Cl)Cl (thionyl chloride), ClC1=C(C(=O)O)C(=CC=C1)[N+](=O)[O-] (2-chloro-6-nitro-benzoic acid). Run in C1=CC=CC=C1 (benzene). Conditions: time 30 minute. Product: ClC1=C(C(=O)Cl)C(=CC=C1)[N+](=O)[O-] (2-Chloro-6-nitro-benzoic acid chloride). As a reaction SMILES: CN(C)C=O.S(Cl)([Cl:8])=O.[Cl:10][C:11]1[CH:19]=[CH:18][CH:17]=[C:16]([N+:20]([O-:22])=[O:21])[C:12]=1[C:13](O)=[O:14]>C1C=CC=CC=1>[Cl:10][C:11]1[CH:19]=[CH:18][CH:17]=[C:16]([N+:20]([O-:22])=[O:21])[C:12]=1[C:13]([Cl:8])=[O:14]. Procedure: 1 ml of dimethyl formamide and 17.9 gm (0.15 mol) of thionyl chloride were added to a suspension of 20.1 gm (0.1 mol) of 2-chloro-6-nitro-benzoic acid in 150 ml of anhydrous benzene. The reaction mixture was stirred for 30 minutes and heated to reflux temperature. After 3 hours another 17.9 gm (0.15 mol) of thionyl chloride were added. The reaction mixture was further refluxed for 3 hours. After cooling, the reaction mixture filtered, and the filtrate was evaporated in vacuo.